From a dataset of the Open Reaction Database (ORD), a public repository of structured organic reaction records. describe an organic reaction: reactants, conditions, products, and yield The reactants are C([C@@H]1[C@H]([C@@H]([C@H]([C@H](O1)O[C@]2([C@H]([C@@H]([C@H](O2)CO)O)O)CO)O)O)O)O (saccharose), C([C@@H]1[C@H]([C@@H]([C@H]([C@H](O1)O[C@]2([C@H]([C@@H]([C@H](O2)CO)O)O)CO)O)O)O)O (saccharose), O (water), CC1(OC(=CC(O1)=O)CC(CN=[N+]=[N-])=O)C (2,2-dimethyl-6-(3-azido-2-oxopropyl)-1,3-dioxin-4-one). Run in C(C)(=O)OCC (ethyl acetate). Reaction conditions: temperature 32 celsius, time 30 minute. The product is CC1(OC(=CCO1)CC(CN=[N+]=[N-])O)C.O1COC(C=C1)=O ((+)-2,2-dimethyl-6-(3-azido-2-hydroxypropyl)-1,3-dioxin 1,3-dioxin-4-one). The yield is 16.1%. RXN SMILES: C(O)[C@H]1O[C@H]([O:8][C@:9]2(CO)[O:13][C@H:12](CO)[C@@H:11](O)[C@@H:10]2[OH:17])[C@H](O)[C@@H](O)[C@@H]1O.O.[CH3:25][C:26]1([CH3:40])[O:31][C:30](=O)[CH:29]=[C:28]([CH2:33][C:34](=[O:39])[CH2:35][N:36]=[N+:37]=[N-:38])[O:27]1>C(OCC)(=O)C>[CH3:25][C:26]1([CH3:40])[O:31][CH2:30][CH:29]=[C:28]([CH2:33][CH:34]([OH:39])[CH2:35][N:36]=[N+:37]=[N-:38])[O:27]1.[O:13]1[CH:12]=[CH:11][C:10](=[O:17])[O:8][CH2:9]1 |f:4.5|. Procedure details: 30 g of baker's yeast (made by Oriental Yeast Co., Ltd.) and 15 g of saccharose were added in 30 ml of tap water, and the solution was then stirred at 32° C. for 30 minutes. Afterward, 300 mg of 2,2-dimethyl-6-(3-azido-2-oxopropyl)-1,3-dioxin-4-one were added thereto, and the solution was then stirred overnight at the same temperature. 7.5 g of saccharose were further added thereto, followed by stirring overnight. Water of the reaction solution was then distilled off under reduced pressure, and ... The reactants are CCOC(=O)c1ccc2cc3n(c2c1)C(C)(C)CNC3=O, CCO, Cl, [Na+], [OH-], O. Yields the product CC1(C)CNC(=O)c2cc3ccc(C(=O)O)cc3n21. Reaction SMILES: [CH2:3]([CH3:4])[O:5][C:6](=[O:7])[c:8]1[cH:9][cH:10][c:11]2[cH:12][c:13]3[n:14]([c:15]2[cH:16]1)[C:17]([CH3:22])([CH3:23])[CH2:18][NH:19][C:20]3=[O:21].[CH3:25][CH2:26][OH:27].[ClH:24].[Na+:2].[OH-:1].[OH2:28]>>[O:5]=[C:6]([OH:7])[c:8]1[cH:9][cH:10][c:11]2[cH:12][c:13]3[n:14]([c:15]2[cH:16]1)[C:17]([CH3:22])([CH3:23])[CH2:18][NH:19][C:20]3=[O:21]. Yields the product CO[C@@H]1C[C@H](CCC1)OC1=NC=CC=C1NC=1C2=C(N=CN1)SC(=C2C)C(=O)N (Racemic 4-[2-((trans)-3-Methoxy-cyclohexyloxy)-pyridin-3-ylamino]-5-methyl-thieno[2,3-d]pyrimidine-6-carboxylic acid amide). Reaction SMILES: [CH3:1][O:2][C@H:3]1[CH2:8][CH2:7][CH2:6][C@H:5]([O:9][C:10]2[C:15]([NH:16][C:17]3[C:18]4[C:25]([CH3:26])=[C:24]([C:27](O)=[O:28])[S:23][C:19]=4[N:20]=[CH:21][N:22]=3)=[CH:14][CH:13]=[CH:12][N:11]=2)[CH2:4]1.N.C[N:32](C(ON1N=NC2C=CC=CC1=2)=[N+](C)C)C.[B-](F)(F)(F)F>CN(C=O)C>[CH3:1][O:2][C@H:3]1[CH2:8][CH2:7][CH2:6][C@H:5]([O:9][C:10]2[C:15]([NH:16][C:17]3[C:18]4[C:25]([CH3:26])=[C:24]([C:27]([NH2:32])=[O:28])[S:23][C:19]=4[N:20]=[CH:21][N:22]=3)=[CH:14][CH:13]=[CH:12][N:11]=2)[CH2:4]1 |f:2.3|. Procedure details: Prepared analogously to example 1.4 from 0.11 g racemic 4-[2-((trans)-3-Methoxycyclohexyloxy)-pyridin-3-ylamino]-5-methyl-thieno[2,3-d]pyrimidine-6-carboxylic acid and ammonia (7 M in methanol) using TBTU instead of HATU in DMF as solvent. The reactants are CO[C@@H]1C[C@H](CCC1)OC1=NC=CC=C1NC=1C2=C(N=CN1)SC(=C2C)C(=O)O (racemic 4-[2-((trans)-3-Methoxycyclohexyloxy)-pyridin-3-ylamino]-5-methyl-thieno[2,3-d]pyrimidine-6-carboxylic acid), N (ammonia), CN(C)C(=[N+](C)C)ON1C2=C(C=CC=C2)N=N1.[B-](F)(F)(F)F (TBTU). Solvent: CN(C)C=O (DMF). Starting materials: N1=CC=CC=C1 (Pyridine), BrC1=CC=C(N)C=C1 (p-bromoaniline), C(C)#N (acetonitrile), C(C1=CC=CC=C1)Br (benzylbromide). Conditions: time 8 hour. Yields the product BrC1=CC=C(C=C1)N(CC1=CC=CC=C1)CC1=CC=CC=C1 (4-Bromophenyldibenzylamine). Reaction SMILES: N1[CH:6]=[CH:5][CH:4]=[CH:3][CH:2]=1.[Br:7][C:8]1[CH:14]=[CH:13][C:11]([NH2:12])=[CH:10][CH:9]=1.[CH2:15](Br)[C:16]1[CH:21]=[CH:20][CH:19]=[CH:18][CH:17]=1.[C:23](#N)[CH3:24]>>[Br:7][C:8]1[CH:14]=[CH:13][C:11]([N:12]([CH2:15][C:16]2[CH:21]=[CH:20][CH:19]=[CH:18][CH:17]=2)[CH2:2][C:3]2[CH:24]=[CH:23][CH:6]=[CH:5][CH:4]=2)=[CH:10][CH:9]=1. Procedure details: Pyridine (56.3 ml, 0.698 mol) is added to a solution of p-bromoaniline (50 g, 0.290 mol) in acetonitrile (500 ml) at 5° C., and benzylbromide (84 ml, 0.698 mol) is then added dropwise. The mixture is stirred overnight at room temperature and then 1 hour under reflux. The acetonitrile is evaporated off and the residue is taken up in dichloromethane. The organic phase is washed with 1N HCl and then saturated NaCl, dried over sodium sulfate and evaporated to give 68.5 g of a mixture of mono- and di... The reactants are CCCOc1ccc(S(=O)(=O)Cl)cc1-c1nn2c(CCC)nc(C)c2c(=O)[nH]1, CO, ClCCl, NCc1cccc(O)c1. Product: CCCOc1ccc(S(=O)(=O)NCc2cccc(O)c2)cc1-c1nn2c(CCC)nc(C)c2c(=O)[nH]1. As a reaction SMILES: [CH2:1]([CH2:2][CH3:3])[O:4][c:5]1[c:6](-[c:15]2[n:16][n:17]3[c:18]([c:19](=[O:21])[nH:20]2)[c:22]([CH3:28])[n:23][c:24]3[CH2:25][CH2:26][CH3:27])[cH:7][c:8]([S:11](=[O:12])(=[O:13])[Cl:14])[cH:9][cH:10]1.[CH3:38][OH:39].[Cl:40][CH2:41][Cl:42].[OH:29][c:30]1[cH:31][c:32]([CH2:33][NH2:34])[cH:35][cH:36][cH:37]1>>[CH2:1]([CH2:2][CH3:3])[O:4][c:5]1[c:6](-[c:15]2[n:16][n:17]3[c:18]([c:19](=[O:21])[nH:20]2)[c:22]([CH3:28])[n:23][c:24]3[CH2:25][CH2:26][CH3:27])[cH:7][c:8]([S:11](=[O:12])(=[O:13])[NH:34][CH2:33][c:32]2[cH:31][c:30]([OH:29])[cH:37][cH:36][cH:35]2)[cH:9][cH:10]1. Procedure: HOBT (25 mg, 0.19 mmol), WSCDl.HCl (31 mg, 0.16 mmol), N-methylmorpholine (41 ml, 0.37 mmol) and 1H-benzimidazol-6-ylmethylamine (21 mg, 0.14 mmol) were added to a solution of 2-[3-({[(2R)-1-isobutylpyrrolidinyl]methyl}amino)-6-methyl-2-oxo-1(2H)-pyrazinyl]acetic acid (preparation 62) (40 mg, 0.12 mmol) in N,N-dimethylformamide (2 ml), and the reaction was stirred at room temperature overnight. The mixture was evaporated under reduced pressure and the residue preadsorbed on to silica gel, and th... Reactants: Cl (HCl), CN1CCOCC1 (N-methylmorpholine), N1C=NC2=C1C=C(C=C2)CN (1H-benzimidazol-6-ylmethylamine), C(C(C)C)N1[C@H](CCC1)CNC=1C(N(C(=CN1)C)CC(=O)O)=O (2-[3-({[(2R)-1-isobutylpyrrolidinyl]methyl}amino)-6-methyl-2-oxo-1(2H)-pyrazinyl]acetic acid), C=1C=CC2=C(C1)N=NN2O (HOBT). The product is N (ammonia), N1C=NC2=C1C=C(C=C2)CNC(CN2C(C(=NC=C2C)NC[C@@H]2N(CCC2)CC(C)C)=O)=O (N-(1H-Benzimidazol-6-ylmethyl)-2-[3-({[(2R)-1-isobutylpyrrolidinyl]methyl}amino)-6-methyl-2-oxo-1(2H)-pyrazinyl]acetamide). Run in CN(C=O)C (N,N-dimethylformamide). Conditions: time 8 hour. Yield: 11.1%. Reaction SMILES: C1C=CC2N(O)N=[N:7]C=2C=1.Cl.CN1CCOCC1.[NH:19]1[C:23]2[CH:24]=[C:25]([CH2:28][NH2:29])[CH:26]=[CH:27][C:22]=2[N:21]=[CH:20]1.[CH2:30]([N:34]1[CH2:38][CH2:37][CH2:36][C@@H:35]1[CH2:39][NH:40][C:41]1[C:42](=[O:52])[N:43]([CH2:48][C:49](O)=[O:50])[C:44]([CH3:47])=[CH:45][N:46]=1)[CH:31]([CH3:33])[CH3:32]>CN(C)C=O>[NH3:7].[NH:19]1[C:23]2[CH:24]=[C:25]([CH2:28][NH:29][C:49](=[O:50])[CH2:48][N:43]3[C:44]([CH3:47])=[CH:45][N:46]=[C:41]([NH:40][CH2:39][C@H:35]4[CH2:36][CH2:37][CH2:38][N:34]4[CH2:30][CH:31]([CH3:32])[CH3:33])[C:42]3=[O:52])[CH:26]=[CH:27][C:22]=2[N:21]=[CH:20]1. Procedure: A mixture of methyl 5-fluoro-6-methoxynicotinate (3.5 g, 18.9 mmol) and KOH (4.2 g, 61.5 mmol) in MeOH (70 ml) was stirred at room temperature for 5 h. After concentration, the residue was dissolved in water, and the obtained solution was washed with ether. The aqueous phase was acidified to pH=1 with dilute hydrochloric acid, and extracted with ether, and the combined organic layers were washed with brine, dried over Na2SO4 and concentrated under vacuum to afford 5-fluoro-6-methoxynicotinic aci... Starting materials: FC=1C(=NC=C(C(=O)OC)C1)OC (methyl 5-fluoro-6-methoxynicotinate), [OH-].[K+] (KOH). Run at time 5 hour. Isolated yield 98.9%. The solvent is CO (MeOH). Yields the product FC=1C(=NC=C(C(=O)O)C1)OC (5-fluoro-6-methoxynicotinic acid). RXN SMILES: [F:1][C:2]1[C:3]([O:12][CH3:13])=[N:4][CH:5]=[C:6]([CH:11]=1)[C:7]([O:9]C)=[O:8].[OH-].[K+]>CO>[F:1][C:2]1[C:3]([O:12][CH3:13])=[N:4][CH:5]=[C:6]([CH:11]=1)[C:7]([OH:9])=[O:8] |f:1.2|.